Dataset: the Open Reaction Database (ORD), a public repository of structured organic reaction records. Task: describe an organic reaction: reactants, conditions, products, and yield Reactants: NC1=NC(=CC(=N1)C1=CC(=C(C#N)C=C1)F)N1CCCCC1 (4-[2-amino-6-(1-piperidinyl)-4-pyrimidinyl]-2-fluorobenzonitrile), O.NN (hydrazine monohydrate). Run in CCO (EtOH). Reaction conditions: temperature 95 celsius, time 8 hour. Product: NC1=NC(=CC(=N1)C1=CC=C2C(=NNC2=C1)N)N1CCCCC1 (6-[2-Amino-6-(1-piperidinyl)-4-pyrimidinyl]-1H-indazol-3-amine). The yield is 82.7%. As a reaction SMILES: [NH2:1][C:2]1[N:7]=[C:6]([C:8]2[CH:15]=[CH:14][C:11]([C:12]#[N:13])=[C:10](F)[CH:9]=2)[CH:5]=[C:4]([N:17]2[CH2:22][CH2:21][CH2:20][CH2:19][CH2:18]2)[N:3]=1.O.[NH2:24][NH2:25]>CCO>[NH2:1][C:2]1[N:7]=[C:6]([C:8]2[CH:9]=[C:10]3[C:11]([C:12]([NH2:13])=[N:24][NH:25]3)=[CH:14][CH:15]=2)[CH:5]=[C:4]([N:17]2[CH2:22][CH2:21][CH2:20][CH2:19][CH2:18]2)[N:3]=1 |f:1.2|. Reported procedure: In a 25 mL sealable tube under argon were combined 4-[2-amino-6-(1-piperidinyl)-4-pyrimidinyl]-2-fluorobenzonitrile (0.106 g, 0.258 mmol), hydrazine monohydrate (0.51 mL, 10.3 mmol) and EtOH (5 mL). The vial was sealed and the reaction mixture was stirred overnight at 95° C. The reaction was cooled to room temperature and concentrated. The resulting solid was sonicated on a mixture of EtOH (1 mL) and water (9 mL). The mixture was filtered and the solid was washed with water and dried under vacuu... The reactants are [Al+3], Cl, CCOC(=O)CC(c1ccc(F)cc1C)c1c[nH]c2c(CSC)cccc12, [H-], [H-], [H-], [H-], [Li+], C1CCOC1. Yields the product CSCc1cccc2c(C(CCO)c3ccc(F)cc3C)c[nH]c12. Reaction SMILES: [Al+3:29].[ClH:34].[F:1][c:2]1[cH:3][c:4]([CH3:27])[c:5]([CH:8]([CH2:9][C:10](=[O:11])[O:12][CH2:13][CH3:14])[c:15]2[cH:16][nH:17][c:18]3[c:19]([CH2:24][S:25][CH3:26])[cH:20][cH:21][cH:22][c:23]23)[cH:6][cH:7]1.[H-:28].[H-:31].[H-:32].[H-:33].[Li+:30].[O:35]1[CH2:36][CH2:37][CH2:38][CH2:39]1>>[F:1][c:2]1[cH:3][c:4]([CH3:27])[c:5]([CH:8]([CH2:9][CH2:10][OH:11])[c:15]2[cH:16][nH:17][c:18]3[c:19]([CH2:24][S:25][CH3:26])[cH:20][cH:21][cH:22][c:23]23)[cH:6][cH:7]1. The reactants are CCOC(=O)Cl, CNc1ccc(Cn2c(C)nc3ccc(C(=O)OC)nc32)c(Cl)c1, Cl, Cl, C1CCOC1, c1ccncc1. Product: CCOC(=O)N(C)c1ccc(Cn2c(C)nc3ccc(C(=O)OC)nc32)c(Cl)c1. Reaction SMILES: [C:33]([O:34][CH2:35][CH3:36])(=[O:37])[Cl:38].[Cl:3][c:4]1[c:5]([CH2:6][n:7]2[c:8]([CH3:20])[n:9][c:10]3[c:11]2[n:12][c:13]([C:16](=[O:17])[O:18][CH3:19])[cH:14][cH:15]3)[cH:21][cH:22][c:23]([NH:25][CH3:26])[cH:24]1.[ClH:1].[ClH:2].[O:39]1[CH2:40][CH2:41][CH2:42][CH2:43]1.[cH:27]1[cH:28][cH:29][n:30][cH:31][cH:32]1>>[Cl:3][c:4]1[c:5]([CH2:6][n:7]2[c:8]([CH3:20])[n:9][c:10]3[c:11]2[n:12][c:13]([C:16](=[O:17])[O:18][CH3:19])[cH:14][cH:15]3)[cH:21][cH:22][c:23]([N:25]([CH3:26])[C:33]([O:34][CH2:35][CH3:36])=[O:37])[cH:24]1. Reactants: Oc1ccc(OCc2ccccc2)cc1, CN(C)C=O, Cc1ccc(S(=O)(=O)OCC(F)(F)F)cc1, [H-], [Na+], O. RXN SMILES: [CH2:1]([c:2]1[cH:3][cH:4][cH:5][cH:6][cH:7]1)[O:8][c:9]1[cH:10][cH:11][c:12]([OH:15])[cH:13][cH:14]1.[CH3:34][N:35]([CH3:36])[CH:37]=[O:38].[F:16][C:17]([CH2:18][O:19][S:20]([c:21]1[cH:22][cH:23][c:24]([CH3:25])[cH:26][cH:27]1)(=[O:28])=[O:29])([F:30])[F:31].[H-:32].[Na+:33].[OH2:39]>>[CH2:1]([c:2]1[cH:3][cH:4][cH:5][cH:6][cH:7]1)[O:8][c:9]1[cH:10][cH:11][c:12]([O:15][CH2:18][C:17]([F:16])([F:30])[F:31])[cH:13][cH:14]1. The product is FC(F)(F)COc1ccc(OCc2ccccc2)cc1. The reactants are OC(C(=O)N)C(C1=C(C=CC=C1)C1=CC=C(C=C1)OC)SCC(C1=CC=CC=C1)=O (α-(hydroxy)-4-methoxyphenyl-β-[(2-oxo -2-phenYlethYl)thio]benzenepropanamide), C(C)(=O)Cl (acetyl chloride). The solvent is C(Cl)Cl (methylene chloride), N1=CC=CC=C1 (pyridine), C(Cl)Cl (methylene chloride), O (water). Run at time 1 hour. Product: C(C)(=O)OC(C(=O)N)C(C1=C(C=CC=C1)C1=CC=C(C=C1)OC)SCC(C1=CC=CC=C1)=O (α-(acetyloxy)-4-methoxyphenyl -β-[(2-oxo-2-phenylethyl) thio]benzenepropanamide). As a reaction SMILES: [OH:1][CH:2]([CH:6]([S:21][CH2:22][C:23](=[O:30])[C:24]1[CH:29]=[CH:28][CH:27]=[CH:26][CH:25]=1)[C:7]1[CH:12]=[CH:11][CH:10]=[CH:9][C:8]=1[C:13]1[CH:18]=[CH:17][C:16]([O:19][CH3:20])=[CH:15][CH:14]=1)[C:3]([NH2:5])=[O:4].[C:31](Cl)(=[O:33])[CH3:32]>C(Cl)Cl.N1C=CC=CC=1.O>[C:31]([O:1][CH:2]([CH:6]([S:21][CH2:22][C:23](=[O:30])[C:24]1[CH:29]=[CH:28][CH:27]=[CH:26][CH:25]=1)[C:7]1[CH:12]=[CH:11][CH:10]=[CH:9][C:8]=1[C:13]1[CH:18]=[CH:17][C:16]([O:19][CH3:20])=[CH:15][CH:14]=1)[C:3]([NH2:5])=[O:4])(=[O:33])[CH3:32]. Procedure details: To a solution of 3.5 g (0.01 mol) of rac.-(R,*S*)α-(hydroxy)-4-methoxyphenyl-β-[(2-oxo -2-phenYlethYl)thio]benzenepropanamide in 130 mL of methylene chloride and 4.4 mL of pyridine was added dropwise at ice-bath temperature a solution of 1.1 g (0.014 mol) of acetyl chloride in 25 mL of methylene chloride. The mixture was stirred at this temperature for one hour then at room temperature for 17 hrs and diluted with water. The aqueous suspension was extracted with methylene chloride and the combine... Reactants: C(C)OC(CC1=CC=C(C=C1)NC(=O)C1(CCN(CC1)S(=O)(=O)C1=C(C=CC=C1)Cl)CCOC)=O ((4-{[1-(2-Chloro-benzenesulfonyl)-4-(2-methoxy-ethyl)-piperidine-4-carbonyl]-amino}-phenyl)-acetic acid ethyl ester), [Cl-].C[Al+]C (dimethylaluminium chloride). The solvent is C1(=CC=CC=C1)C (toluene), CCCCCCC (heptane). Yields the product C(C)OC(CC1=CC=C(C=C1)N1C(C2(CC1)CCN(CC2)S(=O)(=O)C2=C(C=CC=C2)Cl)=O)=O ({4-[8-(2-chloro-benzenesulfonyl)-1-oxo-2,8-diaza-spiro[4.5]dec-2-yl]-phenyl}-acetic acid ethyl ester). RXN SMILES: [CH2:1]([O:3][C:4](=[O:35])[CH2:5][C:6]1[CH:11]=[CH:10][C:9]([NH:12][C:13]([C:15]2([CH2:31][CH2:32]OC)[CH2:20][CH2:19][N:18]([S:21]([C:24]3[CH:29]=[CH:28][CH:27]=[CH:26][C:25]=3[Cl:30])(=[O:23])=[O:22])[CH2:17][CH2:16]2)=[O:14])=[CH:8][CH:7]=1)[CH3:2].[Cl-].C[Al+]C>C1(C)C=CC=CC=1.CCCCCCC>[CH2:1]([O:3][C:4](=[O:35])[CH2:5][C:6]1[CH:7]=[CH:8][C:9]([N:12]2[CH2:32][CH2:31][C:15]3([CH2:20][CH2:19][N:18]([S:21]([C:24]4[CH:29]=[CH:28][CH:27]=[CH:26][C:25]=4[Cl:30])(=[O:22])=[O:23])[CH2:17][CH2:16]3)[C:13]2=[O:14])=[CH:10][CH:11]=1)[CH3:2] |f:1.2|. Procedure details: (4-{[1-(2-Chloro-benzenesulfonyl)-4-(2-methoxy-ethyl)-piperidine-4-carbonyl]-amino}-phenyl)-acetic acid ethyl ester (2.47 g) in toluene (50 ml) was treated with dimethylaluminium chloride in heptane (1 molar, 5 ml) under an argon atmosphere at RT, and then refluxed for 3 hours. The reaction was then cooled to RT partitioned between AcOEt and 1N aqueous HCl/water. The layers were separated, the organic layer dried over sodium sulphate and the solvent was removed in vacuo to give the desired {4-[8... The reactants are N1CCCCC1 (piperidine), ClC[Si](CC1=CC=C(C=C1)F)(C)C (chloromethyl-dimethyl-(4-fluorobenzyl)-silane). The solvent is C=1(C(=CC=CC1)C)C (xylene). The product is Cl.C[Si](CC1=CC=C(C=C1)F)(C)CN1CCCCC1 (N-{[dimethyl-(4-fluorobenzyl)silyl]methyl}piperidine hydrochloride). As a reaction SMILES: [NH:1]1[CH2:6][CH2:5][CH2:4][CH2:3][CH2:2]1.[Cl:7][CH2:8][Si:9]([CH3:19])([CH3:18])[CH2:10][C:11]1[CH:16]=[CH:15][C:14]([F:17])=[CH:13][CH:12]=1>C1(C)C(C)=CC=CC=1>[ClH:7].[CH3:8][Si:9]([CH2:19][N:1]1[CH2:6][CH2:5][CH2:4][CH2:3][CH2:2]1)([CH3:18])[CH2:10][C:11]1[CH:16]=[CH:15][C:14]([F:17])=[CH:13][CH:12]=1 |f:3.4|. Reported procedure: After adding 32.7 g of piperidine to a solution containing 32.5 g of chloromethyl-dimethyl-(4-fluorobenzyl)-silane in 40 ml of xylene, the reaction mixture is refluxed for 6 hours under stirring, then the precipitated piperidine hydrochloride is filtered at 20° C. and washed in 3 portions with a total of 60 ml of benzene. The filtration is combined with the benzene washings and washed in 3 portions with a total of 150 ml of water and the organic phase is dried over anhydrous magnesium sulfate. A...